Dataset: the Open Reaction Database (ORD), a public repository of structured organic reaction records. Task: describe an organic reaction: reactants, conditions, products, and yield Starting materials: [OH-].[Na+] (sodium hydroxide), COP(OC)[O-] (dimethylphosphite), COP(OC)[O-] (dimethylphosphite), ice water, BrC(Br)(Br)Br (tetrabromomethane), NC1=C(C=CC(=C1)C(C)C)N1CCOCC1 (4-(2-amino-4-isopropylphenyl)morpholine), BrC(Br)(Br)Br (tetrabromomethane). The reagents and catalysts are [Cl-].C(C)[N+](CC1=CC=CC=C1)(CC)CC (triethylbenzylammonium chloride). Solvent: C(Cl)Cl (methylene dichloride), C(Cl)Cl (methylene dichloride). Reaction conditions: time 18 hour. Product: C(C)(C)C=1C=CC(=C(C1)NP(OC)(OC)=O)N1CCOCC1 (dimethyl N-(5-isopropyl-2-morpholinophenyl)phosphoramidate). The yield is 37.0%. As a reaction SMILES: [OH-].[Na+].BrC(Br)(Br)Br.[NH2:8][C:9]1[CH:14]=[C:13]([CH:15]([CH3:17])[CH3:16])[CH:12]=[CH:11][C:10]=1[N:18]1[CH2:23][CH2:22][O:21][CH2:20][CH2:19]1.[CH3:24][O:25][P:26]([O-:29])[O:27][CH3:28]>[Cl-].C([N+](CC)(CC)CC1C=CC=CC=1)C.C(Cl)Cl>[CH:15]([C:13]1[CH:12]=[CH:11][C:10]([N:18]2[CH2:19][CH2:20][O:21][CH2:22][CH2:23]2)=[C:9]([NH:8][P:26](=[O:29])([O:27][CH3:28])[O:25][CH3:24])[CH:14]=1)([CH3:17])[CH3:16] |f:0.1,5.6|. Procedure: To a stirred solution of 10 ml. of methylene dichloride, 7 ml. of 20% aqueous sodium hydroxide, 3 g. of tetrabromomethane, and 0.2 g. of triethylbenzylammonium chloride was slowly added a solution of 4.0 g. (0.018 moles) of 4-(2-amino-4-isopropylphenyl)morpholine and 2.0 g. of dimethylphosphite dissolved in about 20 ml. of methylene dichloride. The reaction was exothermic and cooling by an ice bath was required. After stirring at ambient temperature for 18 hours, GC analysis indicated the reacti...